This data is from the Open Reaction Database (ORD), a public repository of structured organic reaction records. The task is: describe an organic reaction: reactants, conditions, products, and yield The reactants are COC(=O)c1ccccc1CBr, CCOC(C)=O, Cc1ccccc1, CCCCCC, NCCCc1cccc(Cl)c1, [K+], [K+], O=C([O-])[O-]. Yields the product O=C1c2ccccc2CN1CCCc1cccc(Cl)c1. As a reaction SMILES: [CH3:1][O:2][C:3]([c:4]1[c:5]([CH2:10][Br:11])[cH:6][cH:7][cH:8][cH:9]1)=[O:12].[CH3:30][CH2:31][O:32][C:33](=[O:34])[CH3:35].[CH3:36][c:37]1[cH:38][cH:39][cH:40][cH:41][cH:42]1.[CH3:43][CH2:44][CH2:45][CH2:46][CH2:47][CH3:48].[Cl:13][c:14]1[cH:15][c:16]([CH2:20][CH2:21][CH2:22][NH2:23])[cH:17][cH:18][cH:19]1.[K+:24].[K+:25].[O-:26][C:27]([O-:28])=[O:29]>>[C:3]1(=[O:12])[c:4]2[c:5]([cH:6][cH:7][cH:8][cH:9]2)[CH2:10][N:23]1[CH2:22][CH2:21][CH2:20][c:16]1[cH:15][c:14]([Cl:13])[cH:19][cH:18][cH:17]1. The reactants are COC(=O)CC(C)(C)CCN1CCCC(N(Cc2cc(C(F)(F)F)cc(C(F)(F)F)c2)c2nnn(C)n2)c2cc3c(cc21)COC3, CO, Cl, [Na+], [OH-], O. Yields the product Cn1nnc(N(Cc2cc(C(F)(F)F)cc(C(F)(F)F)c2)C2CCCN(CCC(C)(C)CC(=O)O)c3cc4c(cc32)COC4)n1. As a reaction SMILES: [CH3:1][O:2][C:3]([CH2:4][C:5]([CH2:6][CH2:7][N:8]1[CH2:9][CH2:10][CH2:11][CH:12]([N:22]([c:23]2[n:24][n:25][n:26]([CH3:28])[n:27]2)[CH2:29][c:30]2[cH:31][c:32]([C:40]([F:41])([F:42])[F:43])[cH:33][c:34]([C:36]([F:37])([F:38])[F:39])[cH:35]2)[c:13]2[cH:14][c:15]3[c:19]([cH:20][c:21]21)[CH2:18][O:17][CH2:16]3)([CH3:44])[CH3:45])=[O:46].[CH3:50][OH:51].[ClH:49].[Na+:48].[OH-:47].[OH2:52]>>[O:2]=[C:3]([CH2:4][C:5]([CH2:6][CH2:7][N:8]1[CH2:9][CH2:10][CH2:11][CH:12]([N:22]([c:23]2[n:24][n:25][n:26]([CH3:28])[n:27]2)[CH2:29][c:30]2[cH:31][c:32]([C:40]([F:41])([F:42])[F:43])[cH:33][c:34]([C:36]([F:37])([F:38])[F:39])[cH:35]2)[c:13]2[cH:14][c:15]3[c:19]([cH:20][c:21]21)[CH2:18][O:17][CH2:16]3)([CH3:44])[CH3:45])[OH:46]. Procedure: 4-Cyano-N-methylbenzamide (200 mg, 1.249 mmol), potassium carbonate (1035 mg, 7.49 mmol) and hydroxylamine hydrochloride (521 mg, 7.49 mmol) were dissolved in EtOH (12.6 mL). The reaction mixture was stirred at 80° C. for 25 h. The reaction mixture was diluted with EtOAc (50 mL), washed with water (10 mL), water phase extracted with EtOAc (20 mL). Combined organic phases were washed with brine (10 mL) and dried over sodium sulfate. The solvent was removed to yield 227 mg of a white powdery solid... Reaction conditions: temperature 80 celsius, time 25 hour. The yield is 94.1%. Product: ONC(=N)C1=CC=C(C(=O)NC)C=C1 (4-(N-hydroxycarbamimidoyl)-N-methyl-benzamide). Reactants: C(#N)C1=CC=C(C(=O)NC)C=C1 (4-Cyano-N-methylbenzamide), C([O-])([O-])=O.[K+].[K+] (potassium carbonate), Cl.NO (hydroxylamine hydrochloride). Solvent: CCO (EtOH), CCOC(=O)C (EtOAc). Reaction SMILES: [C:1]([C:3]1[CH:12]=[CH:11][C:6]([C:7]([NH:9][CH3:10])=[O:8])=[CH:5][CH:4]=1)#[N:2].C(=O)([O-])[O-].[K+].[K+].Cl.[NH2:20][OH:21]>CCO.CCOC(C)=O>[OH:21][NH:20][C:1]([C:3]1[CH:12]=[CH:11][C:6]([C:7]([NH:9][CH3:10])=[O:8])=[CH:5][CH:4]=1)=[NH:2] |f:1.2.3,4.5|. Reactants: C1(CCCCC1)NC(=O)C=1C=NN(C1SC1CCCC1)C1=CC=C(C(=O)OC)C=C1 (methyl 4-[4-(cyclohexylcarbamoyl)-5-cyclopentylsulfanyl-pyrazol-1-yl]benzoate), C1CCC(CC1)S (cyclohexylthiol), ClC1=C(C=NN1C1=CC=C(C(=O)OC)C=C1)C(NC1CCCCC1)=O (methyl 4-[5-chloro-4-(cyclohexylcarbamoyl)pyrazol-1-yl]benzoate), ClC1=C(C=NN1C1=CC=C(C(=O)OC)C=C1)C(NC1CCCCC1)=O (methyl 4-[5-chloro-4-(cyclohexylcarbamoyl)pyrazol-1-yl]benzoate). Yields the product C1(CCCCC1)NC(=O)C=1C=NN(C1SC1CCCCC1)C1=CC=C(C(=O)OC)C=C1 (Methyl 4-[4-(cyclohexylcarbamoyl)-5-cyclohexylsulfanylpyrazol-1-yl]benzoate). Reaction SMILES: [CH2:1]1[CH2:6][CH2:5][CH:4]([SH:7])[CH2:3][CH2:2]1.Cl[C:9]1[N:13]([C:14]2[CH:23]=[CH:22][C:17]([C:18]([O:20][CH3:21])=[O:19])=[CH:16][CH:15]=2)[N:12]=[CH:11][C:10]=1[C:24](=[O:32])[NH:25][CH:26]1[CH2:31][CH2:30][CH2:29][CH2:28][CH2:27]1.C1(NC(C2C=NN(C3C=CC(C(OC)=O)=CC=3)C=2SC2CCCC2)=O)CCCCC1>>[CH:26]1([NH:25][C:24]([C:10]2[CH:11]=[N:12][N:13]([C:14]3[CH:15]=[CH:16][C:17]([C:18]([O:20][CH3:21])=[O:19])=[CH:22][CH:23]=3)[C:9]=2[S:7][CH:4]2[CH2:5][CH2:6][CH2:1][CH2:2][CH2:3]2)=[O:32])[CH2:31][CH2:30][CH2:29][CH2:28][CH2:27]1. Procedure details: Methyl 4-[4-(cyclohexylcarbamoyl)-5-cyclohexylsulfanylpyrazol-1-yl]benzoate was prepared from cyclohexylthiol and methyl 4-[5-chloro-4-(cyclohexylcarbamoyl)pyrazol-1-yl]benzoate (Intermediate #15) by the same process used for Intermediate #96. Reactants: C(CC)(=O)N1CCC2(C1)CN(CC2)C(=O)OC(C)(C)C (tert-butyl 3-propanoyl-3,7-diazaspiro[4.4]nonane-7-carboxylate), Cl (hydrogen chloride). Solvent: C(Cl)Cl (DCM), O1CCOCC1 (dioxane). Conditions: time 1 hour. Product: C1CN(CC12CNCC2)C(CC)=O (1-(3,7-diazaspiro[4.4]nonan-3-yl)propan-1-one). RXN SMILES: [C:1]([N:5]1[CH2:9][C:8]2([CH2:13][CH2:12][N:11](C(OC(C)(C)C)=O)[CH2:10]2)[CH2:7][CH2:6]1)(=[O:4])[CH2:2][CH3:3].Cl>C(Cl)Cl.O1CCOCC1>[CH2:7]1[C:8]2([CH2:13][CH2:12][NH:11][CH2:10]2)[CH2:9][N:5]([C:1](=[O:4])[CH2:2][CH3:3])[CH2:6]1. Reported procedure: To a solution of tert-butyl 3-propanoyl-3,7-diazaspiro[4.4]nonane-7-carboxylate (153 mg, 0.54 mmol) in DCM (0.5 mL) was added a solution of hydrogen chloride (1.4 mL of 4 M, 5.4 mmol) in dioxane. The reaction mixture was stirred at room temperature for 1 h. The solvents were removed under reduced pressure and the crude product was dried on the high vacuum for 1 h to yield 1-(3,7-diazaspiro[4.4]nonan-3-yl)propan-1-one as an off white gum. LC/MS m/z 183.3 [M+H]+. The solvent is C1(=CC=CC=C1)C (toluene). Reported procedure: The product of Example 162b (300 mg, 0.6197 mmol) and 4-Chloro-2,6-dimethyl-phenylamine (119 mg, 0.6197 mmol) were combined in toluene (10 mL) and reacted as in Example 162c to give the title compound that was used without further manipulation. Product: ClC(COC(NC1=CC=C(C=C1)SC1=C(C=C(C=C1)C(NC1=C(C=C(C=C1C)Cl)C)=O)[N+](=O)[O-])=O)(Cl)Cl ({4-[4-(4-Chloro-2,6-dimethyl-phenylcarbamoyl)-2-nitro-phenylsulfanyl]-phenyl}-carbamic acid 2,2,2-trichloro-ethyl ester). Reaction SMILES: [Cl:1][C:2]([Cl:28])([Cl:27])[CH2:3][O:4][C:5](=[O:26])[NH:6][C:7]1[CH:12]=[CH:11][C:10]([S:13][C:14]2[CH:19]=[CH:18][C:17]([C:20](Cl)=[O:21])=[CH:16][C:15]=2[N+:23]([O-:25])=[O:24])=[CH:9][CH:8]=1.[Cl:29][C:30]1[CH:35]=[C:34]([CH3:36])[C:33]([NH2:37])=[C:32]([CH3:38])[CH:31]=1>C1(C)C=CC=CC=1>[Cl:1][C:2]([Cl:28])([Cl:27])[CH2:3][O:4][C:5](=[O:26])[NH:6][C:7]1[CH:12]=[CH:11][C:10]([S:13][C:14]2[CH:19]=[CH:18][C:17]([C:20](=[O:21])[NH:37][C:33]3[C:34]([CH3:36])=[CH:35][C:30]([Cl:29])=[CH:31][C:32]=3[CH3:38])=[CH:16][C:15]=2[N+:23]([O-:25])=[O:24])=[CH:9][CH:8]=1. Starting materials: ClC(COC(NC1=CC=C(C=C1)SC1=C(C=C(C=C1)C(=O)Cl)[N+](=O)[O-])=O)(Cl)Cl ([4-(4-Chlorocarbonyl-2-nitro-phenylsulfanyl)-phenyl]-carbamic acid 2,2,2-trichloro-ethyl ester), ClC1=CC(=C(C(=C1)C)N)C (4-Chloro-2,6-dimethyl-phenylamine). The reactants are ClCC(CCl)=O (1,3-dichloro-2-propanone), ClC1=C(C=CC2=C1C(N(CC=1N2C=NC1C(N)=S)C)=O)F (7-chloro-8-fluoro-5-methyl-6-oxo-5,6-dihydro-4H-imidazo[1,5-a][1,4]-benzodiazepine-3-thiocarboxamide), ClCC(CCl)=O (1,3-dichloro-2-propanone). Solvent: O1CCOCC1 (dioxan), O1CCOCC1 (dioxan). The product is ClC1=C(C=CC2=C1C(N(CC=1N2C=NC1C=1SC=C(N1)CCl)C)=O)F (7-chloro-3-(4-chloromethyl-thiazol-2-yl)-8-fluoro-5-methyl-5,6-dihydro-4H-imidazo[1,5-a][1,4]benzodiazepin-6-one). The yield is 35.1%. As a reaction SMILES: [Cl:1][C:2]1[C:7]2[C:8](=[O:20])[N:9]([CH3:19])[CH2:10][C:11]3[N:12]([CH:13]=[N:14][C:15]=3[C:16](=[S:18])[NH2:17])[C:6]=2[CH:5]=[CH:4][C:3]=1[F:21].[Cl:22][CH2:23][C:24](=O)[CH2:25]Cl>O1CCOCC1>[Cl:1][C:2]1[C:7]2[C:8](=[O:20])[N:9]([CH3:19])[CH2:10][C:11]3[N:12]([CH:13]=[N:14][C:15]=3[C:16]3[S:18][CH:25]=[C:24]([CH2:23][Cl:22])[N:17]=3)[C:6]=2[CH:5]=[CH:4][C:3]=1[F:21]. Reported procedure: A yellow suspension of 2.45 g (0.00754 mol) of 7-chloro-8-fluoro-5-methyl-6-oxo-5,6-dihydro-4H-imidazo[1,5-a][1,4]-benzodiazepine-3-thiocarboxamide in 130 ml of dioxan was treated with 1.05 g (0.00829 mol) of 1,3-dichloro-2-propanone. The suspension was boiled at reflux for 20 hrs. and cooled. A further 1.05 g (0.00829 mol) of 1,3-dichloro-2-propanone and 60 ml of dioxan were added and the solution was boiled at reflux for a further 16 hrs. The solution was cooled and completely freed from the s... Starting materials: COC(=O)CCCBr, CN(C)C=O, O=S(=O)(Nc1ccc2c(c1)nc(-c1ccccc1)n2-c1ccccc1)c1ccc(Cl)cc1, [H-], [Na+], O. Yields the product COC(=O)CCCN(c1ccc2c(c1)nc(-c1ccccc1)n2-c1ccccc1)S(=O)(=O)c1ccc(Cl)cc1. RXN SMILES: [CH3:35][O:36][C:37]([CH2:38][CH2:39][CH2:40][Br:41])=[O:42].[CH3:44][N:45]([CH3:46])[CH:47]=[O:48].[Cl:1][c:2]1[cH:3][cH:4][c:5]([S:8](=[O:9])(=[O:10])[NH:11][c:12]2[cH:13][c:14]3[c:15]([n:16](-[c:25]4[cH:26][cH:27][cH:28][cH:29][cH:30]4)[c:17](-[c:19]4[cH:20][cH:21][cH:22][cH:23][cH:24]4)[n:18]3)[cH:31][cH:32]2)[cH:6][cH:7]1.[H-:33].[Na+:34].[OH2:43]>>[Cl:1][c:2]1[cH:3][cH:4][c:5]([S:8](=[O:9])(=[O:10])[N:11]([c:12]2[cH:13][c:14]3[c:15]([n:16](-[c:25]4[cH:26][cH:27][cH:28][cH:29][cH:30]4)[c:17](-[c:19]4[cH:20][cH:21][cH:22][cH:23][cH:24]4)[n:18]3)[cH:31][cH:32]2)[CH2:40][CH2:39][CH2:38][C:37]([O:36][CH3:35])=[O:42])[cH:6][cH:7]1.